From a dataset of the Open Reaction Database (ORD), a public repository of structured organic reaction records. describe an organic reaction: reactants, conditions, products, and yield Product: CC1(C2CNC(C12)=O)C (6,6-dimethyl-3-azabicyclo[3.1.0]hexan-2-one). Procedure details: To this solution was added 569.5 g of 1% hydrochloric acid and mixed, and liquid-partitioning was caused. An organic layer obtained by liquid-partitioning was washed with 262.5 g of a 5% sodium hydrogen carbonate aqueous solution, further washed with 262.5 g of water, then, 1652.8 g of a toluene solution containing 349.7 g (1.552 mol) of 3-tert-butoxycarbonyl-6,6-dimethyl-3-azabicyclo[3.1.0]hexan-2-one was obtained. The yield with respect to 6,6-dimethyl-3-azabicyclo[3.1.0]hexan-2-one was 99.4%. As a reaction SMILES: Cl.C(OC([N:9]1[CH2:14][CH:13]2[CH:11]([C:12]2([CH3:16])[CH3:15])[C:10]1=[O:17])=O)(C)(C)C>C1(C)C=CC=CC=1>[CH3:15][C:12]1([CH3:16])[CH:11]2[CH:13]1[CH2:14][NH:9][C:10]2=[O:17]. Starting materials: C(C)(C)(C)OC(=O)N1C(C2C(C2C1)(C)C)=O (3-tert-butoxycarbonyl-6,6-dimethyl-3-azabicyclo[3.1.0]hexan-2-one), Cl (hydrochloric acid). Run in C1(=CC=CC=C1)C (toluene). Starting materials: CCCCCC1CCC(C=CC(=O)OCC)CC1, CC(C)C[AlH]CC(C)C, CCCCCC, ClCCl, Cl, O. Yields the product CCCCCC1CCC(C=CCO)CC1. Reaction SMILES: [CH2:1]([CH2:2][CH2:3][CH2:4][CH3:5])[CH:6]1[CH2:7][CH2:8][CH:9]([CH:12]=[CH:13][C:14](=[O:15])[O:16][CH2:17][CH3:18])[CH2:10][CH2:11]1.[CH3:19][CH:20]([CH2:21][AlH:22][CH2:23][CH:24]([CH3:25])[CH3:26])[CH3:27].[CH3:33][CH2:34][CH2:35][CH2:36][CH2:37][CH3:38].[Cl:30][CH2:31][Cl:32].[ClH:28].[OH2:29]>>[CH2:1]([CH2:2][CH2:3][CH2:4][CH3:5])[CH:6]1[CH2:7][CH2:8][CH:9]([CH:12]=[CH:13][CH2:14][OH:15])[CH2:10][CH2:11]1. The reactants are [H-].[Na+] (sodium hydride), OC1N(C(C2=CC=CC=C12)=O)C1=NC2=NC(=CC=C2C=C1)OC (3-hydroxy-2-(7-methoxy-1,8-naphthyridin-2-yl)-1-isoindolinone), CC(=O)C1CCCCC1 (cyclohexyl methyl ketone), C(C)OCC (ethyl ether). Run in CN(C=O)C (dimethylformamide), CN(C=O)C (dimethylformamide). Run at temperature 0 celsius, time 30 minute. The product is C1(CCCCC1)C(CC1N(C(C2=CC=CC=C12)=O)C1=NC2=NC(=CC=C2C=C1)OC)=O (3-(2-Cyclohexyl-2- oxoethyl)-2-(7-methoxy-1,8-naphthyridin-2-yl)-1-isoindolinone). Yield: 35.5%. RXN SMILES: [H-].[Na+].O[CH:4]1[C:12]2[C:7](=[CH:8][CH:9]=[CH:10][CH:11]=2)[C:6](=[O:13])[N:5]1[C:14]1[CH:23]=[CH:22][C:21]2[C:16](=[N:17][C:18]([O:24][CH3:25])=[CH:19][CH:20]=2)[N:15]=1.[CH3:26][C:27]([CH:29]1[CH2:34][CH2:33][CH2:32][CH2:31][CH2:30]1)=[O:28].C(OCC)C>CN(C)C=O>[CH:29]1([C:27](=[O:28])[CH2:26][CH:4]2[C:12]3[C:7](=[CH:8][CH:9]=[CH:10][CH:11]=3)[C:6](=[O:13])[N:5]2[C:14]2[CH:23]=[CH:22][C:21]3[C:16](=[N:17][C:18]([O:24][CH3:25])=[CH:19][CH:20]=3)[N:15]=2)[CH2:34][CH2:33][CH2:32][CH2:31][CH2:30]1 |f:0.1|. Reported procedure: An oily suspension (50% by weight; 3.1 g) of sodium hydride is added at a temperature in the region of -5° C. to a solution, maintained under a nitrogen atmosphere, of 3-hydroxy-2-(7-methoxy-1,8-naphthyridin-2-yl)-1-isoindolinone (10 g) in anhydrous dimethylformamide (180 cc), and the suspension obtained is stirred for 30 minutes at a temperature in the region of 0° C. A solution of cyclohexyl methyl ketone (8.2 g) in anhydrous dimethylformamide (20 cc) is then added and stirring is continued fo... Reactants: CC(O[Si](C)(C)C(C)(C)C)c1ncc(Cn2ncc(N)n2)o1, ClCCCl, Cc1cccc(-c2oc(C)nc2C(=O)O)c1, CN(C)c1ccncc1, ClCCl, N#N, O, On1nnc2ccccc21. Yields the product Cc1cccc(-c2oc(C)nc2C(=O)Nc2cnn(Cc3cnc(C(C)O[Si](C)(C)C(C)(C)C)o3)n2)c1. As a reaction SMILES: [C:33]([CH3:34])([CH3:35])([CH3:36])[Si:37]([O:38][CH:39]([CH3:40])[c:41]1[o:42][c:43]([CH2:46][n:47]2[n:48][cH:49][c:50]([NH2:52])[n:51]2)[cH:44][n:45]1)([CH3:53])[CH3:54].[CH2:29]([Cl:30])[CH2:31][Cl:32].[CH3:3][c:4]1[o:5][c:6](-[c:12]2[cH:13][c:14]([CH3:18])[cH:15][cH:16][cH:17]2)[c:7]([C:9](=[O:10])[OH:11])[n:8]1.[CH3:58][N:59]([c:60]1[cH:61][cH:62][n:63][cH:64][cH:65]1)[CH3:66].[Cl:55][CH2:56][Cl:57].[N:1]#[N:2].[OH2:67].[OH:19][n:20]1[c:21]2[c:22]([cH:23][cH:24][cH:25][cH:26]2)[n:27][n:28]1>>[CH3:3][c:4]1[o:5][c:6](-[c:12]2[cH:13][c:14]([CH3:18])[cH:15][cH:16][cH:17]2)[c:7]([C:9](=[O:11])[NH:52][c:50]2[cH:49][n:48][n:47]([CH2:46][c:43]3[o:42][c:41]([CH:39]([O:38][Si:37]([C:33]([CH3:34])([CH3:35])[CH3:36])([CH3:53])[CH3:54])[CH3:40])[n:45][cH:44]3)[n:51]2)[n:8]1. Starting materials: CCc1cc(C=O)c(F)c(O[Si](C)(C)C(C)(C)C)c1, C1CCOC1, Cc1cc2ncn(C(c3ccccc3)(c3ccccc3)c3ccccc3)c2cc1C, [Li]CCCC. Product: CCc1cc(O[Si](C)(C)C(C)(C)C)c(F)c(C(O)c2nc3cc(C)c(C)cc3n2C(c2ccccc2)(c2ccccc2)c2ccccc2)c1. Reaction SMILES: [C:36]([CH3:37])([CH3:38])([CH3:39])[Si:40]([O:41][c:42]1[c:43]([F:52])[c:44]([CH:45]=[O:46])[cH:47][c:48]([CH2:50][CH3:51])[cH:49]1)([CH3:53])[CH3:54].[CH2:55]1[O:56][CH2:57][CH2:58][CH2:59]1.[CH3:1][c:2]1[cH:3][c:4]2[c:5]([n:6]([C:9]([c:10]3[cH:11][cH:12][cH:13][cH:14][cH:15]3)([c:16]3[cH:17][cH:18][cH:19][cH:20][cH:21]3)[c:22]3[cH:23][cH:24][cH:25][cH:26][cH:27]3)[cH:7][n:8]2)[cH:28][c:29]1[CH3:30].[CH3:31][CH2:32][CH2:33][CH2:34][Li:35]>>[CH3:1][c:2]1[cH:3][c:4]2[c:5]([n:6]([C:9]([c:10]3[cH:11][cH:12][cH:13][cH:14][cH:15]3)([c:16]3[cH:17][cH:18][cH:19][cH:20][cH:21]3)[c:22]3[cH:23][cH:24][cH:25][cH:26][cH:27]3)[c:7]([CH:45]([c:44]3[c:43]([F:52])[c:42]([O:41][Si:40]([C:36]([CH3:37])([CH3:38])[CH3:39])([CH3:53])[CH3:54])[cH:49][c:48]([CH2:50][CH3:51])[cH:47]3)[OH:46])[n:8]2)[cH:28][c:29]1[CH3:30].